This data is from the Open Reaction Database (ORD), a public repository of structured organic reaction records. The task is: describe an organic reaction: reactants, conditions, products, and yield Reactants: CCOCCC1(Br)C(=O)NC(=O)NC1=O, CC#N, CNC(=O)c1ccc(Oc2ccc(O)cc2)cc1. As a reaction SMILES: [Br:19][C:20]1([CH2:29][CH2:30][O:31][CH2:32][CH3:33])[C:21](=[O:28])[NH:22][C:23](=[O:27])[NH:24][C:25]1=[O:26].[CH3:34][C:35]#[N:36].[OH:1][c:2]1[cH:3][cH:4][c:5]([O:6][c:7]2[cH:8][cH:9][c:10]([C:11](=[O:12])[NH:13][CH3:14])[cH:15][cH:16]2)[cH:17][cH:18]1>>[O:1]([c:2]1[cH:3][cH:4][c:5]([O:6][c:7]2[cH:8][cH:9][c:10]([C:11](=[O:12])[NH:13][CH3:14])[cH:15][cH:16]2)[cH:17][cH:18]1)[C:20]1([CH2:29][CH2:30][O:31][CH2:32][CH3:33])[C:21](=[O:28])[NH:22][C:23](=[O:27])[NH:24][C:25]1=[O:26]. Yields the product CCOCCC1(Oc2ccc(Oc3ccc(C(=O)NC)cc3)cc2)C(=O)NC(=O)NC1=O. Reactants: CCCCC (pentane), CCCCCC (hexane). The solvent is CCCCCCC (heptane). Yields the product CCCC (butane), CCCCCCCC (octane). As a reaction SMILES: [CH3:1][CH2:2][CH2:3][CH2:4]C.[CH3:6][CH2:7][CH2:8][CH2:9][CH2:10][CH3:11]>CCCCCCC>[CH3:1][CH2:2][CH2:3][CH3:4].[CH3:6][CH2:7][CH2:8][CH2:9][CH2:10][CH2:11][CH2:1][CH3:2]. Procedure: In this manner, butane, pentane, hexane, heptane and possibly octane would be formed. Thus, a methylene-alkane insertion chain reaction would be produced, to provide a high carbon chain hydrocarbon gas and/or liquid mixture 27. The reactants are C(C)N (ethylamine), C(C)N1CCOCC1 (N-ethylmorpholine), ClC(=O)OCC (ethyl chloroformate), FC1=C(CC2=C(C(=CC=C2)OC)N(CC(=O)O)S(=O)(=O)C2=CC(=C(C=C2)OC)OC)C(=CC=C1)F (N-[2-(2,6-difluorobenzyl)-6-methoxyphenyl]-N-[(3,4-dimethoxyphenyl)sulfonyl]glycine). The solvent is O1CCCC1 (tetrahydrofuran), O1CCCC1 (tetrahydrofuran), C(C)(=O)OCC (ethyl acetate). Reaction conditions: time 15 minute. The product is FC1=C(CC2=C(C(=CC=C2)OC)N(CC(=O)NCC)S(=O)(=O)C2=CC(=C(C=C2)OC)OC)C(=CC=C1)F (N2-[2-(2,6-difluorobenzyl)-6-methoxyphenyl]-N2-[(3,4-dimethoxyphenyl)sulfonyl]-N-ethylglycinamide). Reaction SMILES: [F:1][C:2]1[CH:34]=[CH:33][CH:32]=[C:31]([F:35])[C:3]=1[CH2:4][C:5]1[CH:10]=[CH:9][CH:8]=[C:7]([O:11][CH3:12])[C:6]=1[N:13]([S:18]([C:21]1[CH:26]=[CH:25][C:24]([O:27][CH3:28])=[C:23]([O:29][CH3:30])[CH:22]=1)(=[O:20])=[O:19])[CH2:14][C:15]([OH:17])=O.[CH2:36]([N:38]1CCOCC1)[CH3:37].ClC(OCC)=O.C(N)C>O1CCCC1.C(OCC)(=O)C>[F:1][C:2]1[CH:34]=[CH:33][CH:32]=[C:31]([F:35])[C:3]=1[CH2:4][C:5]1[CH:10]=[CH:9][CH:8]=[C:7]([O:11][CH3:12])[C:6]=1[N:13]([S:18]([C:21]1[CH:26]=[CH:25][C:24]([O:27][CH3:28])=[C:23]([O:29][CH3:30])[CH:22]=1)(=[O:19])=[O:20])[CH2:14][C:15]([NH:38][CH2:36][CH3:37])=[O:17]. Reported procedure: To 1.8 g of N-[2-(2,6-difluorobenzyl)-6-methoxyphenyl]-N-[(3,4-dimethoxyphenyl)sulfonyl]glycine dissolved in 30 ml of tetrahydrofuran at 0° C. are introduced 0.5 ml of N-ethylmorpholine and 0.38 ml of ethyl chloroformate. After 15 minutes at 10° C., 0.8 g of ethylamine dissolved in tetrahydrofuran is added and the mixture is left at room temperature for 30 minutes. The medium is taken up in ethyl acetate and washed with water, and the organic phase is dried over anhydrous sodium sulfate and conc... The reactants are CC(=O)O, CC(=O)OC(C)=O, Nc1cc2nc[nH]c(=O)c2cc1[N+](=O)[O-], O. The product is CC(=O)Nc1cc2nc[nH]c(=O)c2cc1[N+](=O)[O-]. Reaction SMILES: [CH3:16][C:17]([OH:18])=[O:19].[CH3:20][C:21]([O:22][C:23](=[O:24])[CH3:25])=[O:26].[NH2:1][c:2]1[c:3]([N+:13](=[O:14])[O-:15])[cH:4][c:5]2[c:6](=[O:12])[nH:7][cH:8][n:9][c:10]2[cH:11]1.[OH2:27]>>[NH:1]([c:2]1[c:3]([N+:13](=[O:14])[O-:15])[cH:4][c:5]2[c:6](=[O:12])[nH:7][cH:8][n:9][c:10]2[cH:11]1)[C:17]([CH3:16])=[O:18]. Reactants: CN1CCCC1CCN, O=S(=O)(Cl)c1ccc(Cl)cc1, Cl, C1COCCO1. Yields the product CN1CCCC1CCNS(=O)(=O)c1ccc(Cl)cc1. RXN SMILES: [CH3:12][N:13]1[CH:14]([CH2:18][CH2:19][NH2:20])[CH2:15][CH2:16][CH2:17]1.[Cl:1][c:2]1[cH:3][cH:4][c:5]([S:8](=[O:9])(=[O:10])[Cl:11])[cH:6][cH:7]1.[ClH:21].[O:22]1[CH2:23][CH2:24][O:25][CH2:26][CH2:27]1>>[Cl:1][c:2]1[cH:3][cH:4][c:5]([S:8](=[O:9])(=[O:10])[NH:20][CH2:19][CH2:18][CH:14]2[N:13]([CH3:12])[CH2:17][CH2:16][CH2:15]2)[cH:6][cH:7]1.